Dataset: the Open Reaction Database (ORD), a public repository of structured organic reaction records. Task: describe an organic reaction: reactants, conditions, products, and yield The reactants are FC(OC1=CC=C(C=C1)C#CCCCO)(F)F (5-(4-trifluoromethoxy-phenyl)-pent-4-yn-1-ol), CN(C(=O)N=NC(=O)N(C)C)C (N,N,N′,N′-tetramethyl azodicarboxamide), C(CCC)P(CCCC)CCCC (tributylphosphine), C(C)OC(CN1C=CC2=CC(=CC=C12)O)=O ((5-hydroxy-indol-1-yl)-acetic acid ethyl ester). Yields the product C(C)OC(CN1C=CC2=CC(=CC=C12)OCCCC#CC1=CC=C(C=C1)OC(F)(F)F)=O ({5-[5-(4-Trifluoromethoxy-phenyl)-pent-4-ynyloxy]-indol-1-yl}-acetic acid ethyl ester). RXN SMILES: [CH2:1]([O:3][C:4](=[O:16])[CH2:5][N:6]1[C:14]2[C:9](=[CH:10][C:11]([OH:15])=[CH:12][CH:13]=2)[CH:8]=[CH:7]1)[CH3:2].[F:17][C:18]([F:33])([F:32])[O:19][C:20]1[CH:25]=[CH:24][C:23]([C:26]#[C:27][CH2:28][CH2:29][CH2:30]O)=[CH:22][CH:21]=1.CN(C)C(N=NC(N(C)C)=O)=O.C(P(CCCC)CCCC)CCC>>[CH2:1]([O:3][C:4](=[O:16])[CH2:5][N:6]1[C:14]2[C:9](=[CH:10][C:11]([O:15][CH2:30][CH2:29][CH2:28][C:27]#[C:26][C:23]3[CH:24]=[CH:25][C:20]([O:19][C:18]([F:17])([F:32])[F:33])=[CH:21][CH:22]=3)=[CH:12][CH:13]=2)[CH:8]=[CH:7]1)[CH3:2]. Reported procedure: In analogy to the procedure described for example 1 d], (5-hydroxy-indol-1-yl)-acetic acid ethyl ester was reacted with 5-(4-trifluoromethoxy-phenyl)-pent-4-yn-1-ol in the presence of N,N,N′,N′-tetramethyl azodicarboxamide and tributylphosphine to give the title compound as yellow crystals. The reactants are CSC1=NC2(CC(c3cccc(F)c3)Oc3ccc(Br)cc32)C(=O)N1C, CCO, N. Product: CN1C(=O)C2(CC(c3cccc(F)c3)Oc3ccc(Br)cc32)N=C1N. Reaction SMILES: [Br:1][c:2]1[cH:3][c:4]2[c:9]([cH:10][cH:11]1)[O:8][CH:7]([c:12]1[cH:13][c:14]([F:18])[cH:15][cH:16][cH:17]1)[CH2:6][C:5]21[N:19]=[C:20]([S:25][CH3:26])[N:21]([CH3:24])[C:22]1=[O:23].[CH3:28][CH2:29][OH:30].[NH3:27]>>[Br:1][c:2]1[cH:3][c:4]2[c:9]([cH:10][cH:11]1)[O:8][CH:7]([c:12]1[cH:13][c:14]([F:18])[cH:15][cH:16][cH:17]1)[CH2:6][C:5]21[N:19]=[C:20]([NH2:27])[N:21]([CH3:24])[C:22]1=[O:23]. Starting materials: O=C([O-])[O-], C1COCCOCCOCCOCCOCCO1, CCC(C)=O, CC(C)=CC1C(C(=O)O)C1(C)C, ClCc1nsc(Oc2ccccc2)n1, [K+], [K+]. Yields the product CC(C)=CC1C(C(=O)OCc2nsc(Oc3ccccc3)n2)C1(C)C. As a reaction SMILES: [C:27](=[O:28])([O-:29])[O-:30].[CH2:33]1[O:34][CH2:35][CH2:36][O:37][CH2:38][CH2:39][O:40][CH2:41][CH2:42][O:43][CH2:44][CH2:45][O:46][CH2:47][CH2:48][O:49][CH2:50]1.[CH2:51]([C:52]([CH3:53])=[O:54])[CH3:55].[CH3:15][C:16]1([CH3:26])[CH:17]([C:23](=[O:24])[OH:25])[CH:18]1[CH:19]=[C:20]([CH3:21])[CH3:22].[Cl:1][CH2:2][c:3]1[n:4][s:5][c:6]([O:8][c:9]2[cH:10][cH:11][cH:12][cH:13][cH:14]2)[n:7]1.[K+:31].[K+:32]>>[CH2:2]([c:3]1[n:4][s:5][c:6]([O:8][c:9]2[cH:10][cH:11][cH:12][cH:13][cH:14]2)[n:7]1)[O:25][C:23]([CH:17]1[C:16]([CH3:15])([CH3:26])[CH:18]1[CH:19]=[C:20]([CH3:21])[CH3:22])=[O:24]. The reactants are ClCCl, CC(O[Si](C)(C)C(C)(C)C)C(=O)Cl, C=CC1CCC(=O)N1, [Cl-], [H-], [Na+], C1CCOC1. The product is C=CC1CCC(=O)N1C(=O)C(C)O[Si](C)(C)C(C)(C)C. Reaction SMILES: [CH2:30]([Cl:31])[Cl:32].[CH3:11][C:12]([CH3:13])([CH3:14])[Si:15]([O:16][CH:17]([C:18](=[O:19])[Cl:20])[CH3:21])([CH3:22])[CH3:23].[CH:3](=[CH2:4])[CH:5]1[CH2:6][CH2:7][C:8](=[O:10])[NH:9]1.[Cl-:24].[H-:1].[Na+:2].[O:25]1[CH2:26][CH2:27][CH2:28][CH2:29]1>>[CH:3](=[CH2:4])[CH:5]1[CH2:6][CH2:7][C:8](=[O:10])[N:9]1[C:18]([CH:17]([O:16][Si:15]([C:12]([CH3:11])([CH3:13])[CH3:14])([CH3:22])[CH3:23])[CH3:21])=[O:19]. The reactants are COC1=CC=C(C=C1)CCCC=C (5-(4-Methoxyphenyl)pent-1-ene), ClC=1C=C(C(=O)OO)C=CC1 (3-chloroperoxybenzoic acid). Solvent: ClCCl (dichloromethane), ClCCl (Dichloromethane). Yields the product COC1=CC=C(C=C1)CCCC1OC1 ([3-(4-methoxyphenyl)propyl]oxirane). RXN SMILES: [CH3:1][O:2][C:3]1[CH:8]=[CH:7][C:6]([CH2:9][CH2:10][CH2:11][CH:12]=[CH2:13])=[CH:5][CH:4]=1.ClC1C=C(C=CC=1)C(OO)=[O:19]>ClCCl>[CH3:1][O:2][C:3]1[CH:8]=[CH:7][C:6]([CH2:9][CH2:10][CH2:11][CH:12]2[CH2:13][O:19]2)=[CH:5][CH:4]=1. Reported procedure: 5-(4-Methoxyphenyl)pent-1-ene (18.9 g, 0.107 mol) and 3-chloroperoxybenzoic acid (22.3 g of 85%, 0.11 mol) in dichloromethane (250 ml) was stirred at room temperature for 25 minutes. Dichloromethane (150 ml) was added and the resulting solution was washed with saturated aqueous sodium hydrogen carbonate solution (3×300 ml) and dried (MgSO4). The solvent was evaporated off under reduced pressure to yield an oil which was purified by column chromatography (silica gel, chloroform) to yield [3-(4-me... Starting materials: NC=1C=C2C(=NC=NC2=CC1)NC1=CC(=CC=C1)Br (6-amino 4-(3-bromoanilino)quinazoline), CSSC(C(=O)O)C (2-Methyldisulfanyl-propionic acid), CN1CCOCC1 (N-methyl morpholine), ClC(=O)OCC(C)C (isobutyl chloroformate). The solvent is C(Cl)Cl (methylene chloride), CO (methanol), O1CCCC1 (tetrahydrofuran). Conditions: temperature 0 celsius, time 5 minute. The product is BrC=1C=C(C=CC1)NC1=NC=NC2=CC=C(C=C12)NC(C(C)SSC)=O (N-[4-(3-Bromo-phenylamino)-quinazolin-6-yl]-2-methyldisulfanyl-propionamide). The yield is 49.1%. As a reaction SMILES: [CH3:1][S:2][S:3][CH:4]([CH3:8])[C:5](O)=[O:6].ClC(OCC(C)C)=O.CN1CCOCC1.[NH2:24][C:25]1[CH:26]=[C:27]2[C:32](=[CH:33][CH:34]=1)[N:31]=[CH:30][N:29]=[C:28]2[NH:35][C:36]1[CH:41]=[CH:40][CH:39]=[C:38]([Br:42])[CH:37]=1>O1CCCC1.C(Cl)Cl.CO>[Br:42][C:38]1[CH:37]=[C:36]([NH:35][C:28]2[C:27]3[C:32](=[CH:33][CH:34]=[C:25]([NH:24][C:5](=[O:6])[CH:4]([S:3][S:2][CH3:1])[CH3:8])[CH:26]=3)[N:31]=[CH:30][N:29]=2)[CH:41]=[CH:40][CH:39]=1. Reported procedure: A solution of 2 grams of disulfide acid from Example 72 in 50 mL of tetrahydrofuran was cooled in an ice bath. A 1.7 mL portion of isobutyl chloroformate followed by a 1.4 mL portion of N-methyl morpholine were added. After stirring for 5 minutes at 0° C., 1.0 grams of 6-amino 4-(3-bromoanilino)quinazoline was added. The mixture was stirred for 3 hours at 0° C. and then allowed to warm to room temperature. The reaction was quenched with water and the tetrahydrofuran was evaporated under vacuum. ... Reactants: COC=1C=C(CN2C=NC(=C2C2=CC3=C(N=CN=C3S(=O)(=O)C)S2)C2=CC=CC=C2)C=CC1OC (6-[1-(3,4-dimethoxybenzyl)-4-phenyl-1H-imidazol-5-yl]-4-(methylsulfonyl)-thieno[2,3-d]pyrimidine), solid, COC=1C=C(CN2C=NC(=C2C2=CC3=C(N=CN=C3S(=O)(=O)C)S2)C2=CC=CC=C2)C=CC1OC (6-[1-(3,4-dimethoxybenzyl)-4-phenyl-1H-imidazol-5-yl]-4-(methylsulfonyl)-thieno[2,3-d]pyrimidine), CN1C=NC(=C1C1=CC2=C(N=CN=C2S(=O)(=O)C)S1)C1=CC=CC=C1 (6-(1-Methyl-4-phenyl-1H-imidazol-5-yl)-4-(methylsulfonyl)thieno[2,3-d]pyrimidine). The product is COC=1C=C(CN2C=NC(=C2C2=CC3=C(N=CN=C3N)S2)C2=CC=CC=C2)C=CC1OC (6-[1-(3,4-Dimethoxybenzyl)-4-phenyl-1H-imidazol-5-yl]thieno[2,3-d]pyrimidin-4-amine). RXN SMILES: [CH3:1][O:2][C:3]1[CH:4]=[C:5]([CH:31]=[CH:32][C:33]=1[O:34][CH3:35])[CH2:6][N:7]1[C:11]([C:12]2[S:24][C:15]3[N:16]=[CH:17][N:18]=[C:19](S(C)(=O)=O)[C:14]=3[CH:13]=2)=[C:10]([C:25]2[CH:30]=[CH:29][CH:28]=[CH:27][CH:26]=2)[N:9]=[CH:8]1.C[N:37]1C(C2SC3N=CN=C(S(C)(=O)=O)C=3C=2)=C(C2C=CC=CC=2)N=C1>>[CH3:1][O:2][C:3]1[CH:4]=[C:5]([CH:31]=[CH:32][C:33]=1[O:34][CH3:35])[CH2:6][N:7]1[C:11]([C:12]2[S:24][C:15]3[N:16]=[CH:17][N:18]=[C:19]([NH2:37])[C:14]=3[CH:13]=2)=[C:10]([C:25]2[CH:30]=[CH:29][CH:28]=[CH:27][CH:26]=2)[N:9]=[CH:8]1. Procedure details: The title compound was prepared by a similar process to that described for Example 8 but using 6-[1-(3,4-dimethoxybenzyl)-4-phenyl-1H-imidazol-5-yl]-4-(methylsulfonyl)-thieno[2,3-d]pyrimidine (intermediate 19) in place of 6-(1-methyl-4-phenyl-1H-imidazol-5-yl)-4-(methylsulfonyl)thieno[2,3-d]pyrimidine (intermediate 17). White solid (35 mg, 91%);